From a dataset of the Open Reaction Database (ORD), a public repository of structured organic reaction records. describe an organic reaction: reactants, conditions, products, and yield Starting materials: ClCCl, CC(C)C(C)(N)C#N, O=C1OC(=O)c2ccccc21. Yields the product CC(C)C(C)(C#N)NC(=O)c1ccccc1C(=O)O. As a reaction SMILES: [CH2:20]([Cl:21])[Cl:22].[NH2:12][C:13]([C:14]#[N:15])([CH:16]([CH3:17])[CH3:18])[CH3:19].[O:1]=[C:2]1[O:3][C:4](=[O:5])[c:6]2[cH:7][cH:8][cH:9][cH:10][c:11]21>>[O:1]=[C:2]([c:11]1[c:6]([C:4]([OH:3])=[O:5])[cH:7][cH:8][cH:9][cH:10]1)[NH:12][C:13]([C:14]#[N:15])([CH:16]([CH3:17])[CH3:18])[CH3:19]. Reactants: S(=O)(=O)(C1=CC=C(C)C=C1)Cl (tosyl chloride), COC1=C(C(=C(C(=C1C)C)OC)C)CC[C@@](CO)(O)C ((S)-4-(2',5'-dimethoxy-3',4',6'-trimethylphenyl)-2-methyl-1,2-butanediol), N1=CC=CC=C1 (pyridine), ice, Cl (hydrochloric acid). Solvent: C(Cl)Cl (methylene chloride). Run at time 1 hour. The product is COC1=C(C(=C(C(=C1C)C)OC)C)CC[C@@](COS(=O)(=O)C1=C(C=CC=C1)C)(O)C ((S)-4-(2',5'-dimethoxy-3',4',6'-trimethylphenyl)-2-methyl-1-toluylsulphonyloxy-2-butanol). The yield is 95.0%. Reaction SMILES: [S:1](Cl)([C:4]1[CH:10]=[CH:9][C:7](C)=[CH:6][CH:5]=1)(=[O:3])=[O:2].[CH3:12][O:13][C:14]1[C:19]([CH3:20])=[C:18]([CH3:21])[C:17]([O:22][CH3:23])=[C:16]([CH3:24])[C:15]=1[CH2:25][CH2:26][C@:27]([CH3:31])([OH:30])[CH2:28][OH:29].N1C=CC=C[CH:33]=1.Cl>C(Cl)Cl>[CH3:12][O:13][C:14]1[C:19]([CH3:20])=[C:18]([CH3:21])[C:17]([O:22][CH3:23])=[C:16]([CH3:24])[C:15]=1[CH2:25][CH2:26][C@:27]([CH3:31])([OH:30])[CH2:28][O:29][S:1]([C:4]1[CH:5]=[CH:6][CH:7]=[CH:9][C:10]=1[CH3:33])(=[O:2])=[O:3]. Procedure: 237 mg of tosyl chloride and 350 mg of (S)-4-(2',5'-dimethoxy-3',4',6'-trimethylphenyl)-2-methyl-1,2-butanediol were dissolved in 1 ml of methylene chloride. 0.180 ml of pyridine was then added dropwise at 0° C. and the mixture was left to stand at 0° C. for 1 hour and then at room temperature for 16 hours. 1 g of ice and 0.3 ml of concentrated hydrochloric acid were thereupon added. The mixture was then extracted with methylene chloride and the extracts were dried and concentrated. There were o... The reactants are CCCS(=O)(=O)Nc1ccc(F)c(C(O)c2c[nH]c3ncncc23)c1F, C1CCOC1. Yields the product CCCS(=O)(=O)Nc1ccc(F)c(C(=O)c2c[nH]c3ncncc23)c1F. Reaction SMILES: [F:1][c:2]1[c:3]([NH:20][S:21](=[O:22])(=[O:23])[CH2:24][CH2:25][CH3:26])[cH:4][cH:5][c:6]([F:19])[c:7]1[CH:8]([c:9]1[cH:10][nH:11][c:12]2[n:13][cH:14][n:15][cH:16][c:17]12)[OH:18].[O:27]1[CH2:28][CH2:29][CH2:30][CH2:31]1>>[F:1][c:2]1[c:3]([NH:20][S:21](=[O:22])(=[O:23])[CH2:24][CH2:25][CH3:26])[cH:4][cH:5][c:6]([F:19])[c:7]1[C:8]([c:9]1[cH:10][nH:11][c:12]2[n:13][cH:14][n:15][cH:16][c:17]12)=[O:18]. Starting materials: Cc1ccc(C)o1, O=Cc1ccc(CO)o1. The product is OCc1ccc(CO)o1. As a reaction SMILES: [CH3:1][c:2]1[o:3][c:4]([CH3:5])[cH:6][cH:7]1.[OH:8][CH2:9][c:10]1[cH:11][cH:12][c:13]([CH:14]=[O:15])[o:16]1>>[OH:8][CH2:9][c:10]1[cH:11][cH:12][c:13]([CH2:14][OH:15])[o:16]1. Starting materials: OC(CC[C@@H]1N(C(CCC1)=O)CCCCOCC#N)CC1=CC=CC=C1 ({4-[(R)-2-(3-hydroxy-4-phenyl-butyl)-6-oxo-piperidin-1-yl]-butoxy}-acetonitrile), [H][H] (hydrogen). The reagents and catalysts are [Ni] (Raney nickel). Solvent: CO (MeOH). Conditions: time 19 hour. Yields the product NCCOCCCCN1C(CCC[C@@H]1CCC(CC1=CC=CC=C1)O)=O ((R)-1-[4-(2-Amino-ethoxy)-butyl]-6-(3-hydroxy-4-phenyl-butyl)-piperidin-2-one). Yield: 65.6%. As a reaction SMILES: [OH:1][CH:2]([CH2:20][C:21]1[CH:26]=[CH:25][CH:24]=[CH:23][CH:22]=1)[CH2:3][CH2:4][C@H:5]1[CH2:10][CH2:9][CH2:8][C:7](=[O:11])[N:6]1[CH2:12][CH2:13][CH2:14][CH2:15][O:16][CH2:17][C:18]#[N:19].[H][H]>[Ni].CO>[NH2:19][CH2:18][CH2:17][O:16][CH2:15][CH2:14][CH2:13][CH2:12][N:6]1[C@@H:5]([CH2:4][CH2:3][CH:2]([OH:1])[CH2:20][C:21]2[CH:22]=[CH:23][CH:24]=[CH:25][CH:26]=2)[CH2:10][CH2:9][CH2:8][C:7]1=[O:11]. Procedure: Raney nickel (5 mg) was added to a solution of {4-[(R)-2-(3-hydroxy-4-phenyl-butyl)-6-oxo-piperidin-1-yl]-butoxy}-acetonitrile (10.5 mg, 0.029 mmol) in MeOH (1.5 mL). A hydrogen atmosphere was established by evacuating and refilling with hydrogen (3×) and the reaction mixture was stirred under a balloon of hydrogen for 19 h. The reaction mixture was filtered through celite, washing with MeOH, and the filtrate was concentrated in vacuo to afford 6.9 mg (65%) of the title compound. The reactants are [Li]C(C)(C)C (tBuLi), BrC1=NC=C(C=C1)N1C(=CC=C1C)C (2-bromo-5-(2,5-dimethyl-1H-pyrrol-1-yl)pyridine), (t-Bu3P)2Pd, ClC1=CC=C(N=N1)N(C(OC(C)(C)C)=O)CC1(CCC1)C1=NC=CC=C1F (t-butyl 6-chloropyridazin-3-yl((1-(3-fluoropyridin-2-yl)cyclobutyl)methyl)carbamate). The reagents and catalysts are [Cl-].[Zn+2].[Cl-] (Zinc chloride). Run in C1CCOC1 (THF). Run at temperature -78 celsius, time 45 minute. Yields the product CC=1N(C(=CC1)C)C=1C=CC(=NC1)C1=CC=C(N=N1)N(C(OC(C)(C)C)=O)CC1(CCC1)C1=NC=CC=C1F (tert-butyl 6-(5-(2,5-dimethyl-1H-pyrrol-1-yl)pyridin-2-yl)pyridazin-3-yl((1-(3-fluoropyridin-2-yl)cyclobutyl)methyl)carbamate). The yield is 463.5%. As a reaction SMILES: [Li]C(C)(C)C.Br[C:7]1[CH:12]=[CH:11][C:10]([N:13]2[C:17]([CH3:18])=[CH:16][CH:15]=[C:14]2[CH3:19])=[CH:9][N:8]=1.Cl[C:21]1[N:26]=[N:25][C:24]([N:27]([CH2:35][C:36]2([C:40]3[C:45]([F:46])=[CH:44][CH:43]=[CH:42][N:41]=3)[CH2:39][CH2:38][CH2:37]2)[C:28](=[O:34])[O:29][C:30]([CH3:33])([CH3:32])[CH3:31])=[CH:23][CH:22]=1>[Cl-].[Zn+2].[Cl-].C1COCC1>[CH3:19][C:14]1[N:13]([C:10]2[CH:11]=[CH:12][C:7]([C:21]3[N:26]=[N:25][C:24]([N:27]([CH2:35][C:36]4([C:40]5[C:45]([F:46])=[CH:44][CH:43]=[CH:42][N:41]=5)[CH2:39][CH2:38][CH2:37]4)[C:28](=[O:34])[O:29][C:30]([CH3:31])([CH3:32])[CH3:33])=[CH:23][CH:22]=3)=[N:8][CH:9]=2)[C:17]([CH3:18])=[CH:16][CH:15]=1 |f:3.4.5|. Reported procedure: THF (8.5 mL) was cooled to −78° C. under a nitrogen atmosphere. tBuLi (1.7 mL, 2.9 mmol, 2.0 equiv) was added, followed by the addition of 2-bromo-5-(2,5-dimethyl-1H-pyrrol-1-yl)pyridine (370 mg, 1.47 mmol, 1.0 equiv dissolved in 2 mL THF) over 2 min. The reaction as stirred for 45 min at −78° C. Zinc chloride (510 mg, 3.75 mmol, 2.5 equiv dissolved in 5 mL of THF) was added and the reaction was allowed to warm to rt and stirred for 3 h. (t-Bu3P)2Pd (41 mg, 0.015 mmol, 0.10 equiv dissolved in 5 ...